This data is from the Open Reaction Database (ORD), a public repository of structured organic reaction records. The task is: describe an organic reaction: reactants, conditions, products, and yield Reactants: 3-L, FC1=NC=C(C=C1)F (2,5-difluoropyridine), CS(=O)C (DMSO), FC=1C(=NC=CC1)F (difluoropyridine), CC(C)([O-])C.[Na+] (Sodium t-butoxide). Reaction conditions: temperature 25 celsius. Yields the product FC=1C=CC(=NC1)OC[C@H]1CN[C@@H](CC1)C (5-fluoro-2-{[(3R,6R)-6-methylpiperidin-3-yl]methoxy}pyridine). As a reaction SMILES: F[C:2]1[CH:7]=[CH:6][C:5]([F:8])=[CH:4][N:3]=1.C[C:10](C)([O-:12])C.[Na+].F[C:16]1[C:17](F)=[N:18][CH:19]=[CH:20][CH:21]=1.[CH3:23]S(C)=O>>[F:8][C:5]1[CH:6]=[CH:7][C:2]([O:12][CH2:10][C@@H:20]2[CH2:21][CH2:16][C@@H:17]([CH3:23])[NH:18][CH2:19]2)=[N:3][CH:4]=1 |f:1.2|. Procedure: A 3-L, three-necked, round-bottomed flask equipped with a septum, nitrogen inlet adapter, mechanical stirrer, and thermocouple was charged with A-5 (87.0 g), 2,5-difluoropyridine (30.0 g), and 870 mL of DMSO (110 ppm water) at room temperature (23° C.). Sodium t-butoxide (50.1 g) was added portion wise over 4 min keeping the internal temperature below 29° C. The resulting reaction mixture was stirred at room temperature (ea. 25° C.) until HPLC analysis indicated less than 5% difluoropyridine com... Reactants: CCOC(=O)CBr (ethyl bromo acetate), mixture, ClC1=CC=C(C=C1)SC1=C(N=C(N1C)C1=NN(C=C1)CC)C1=CC=C(C=C1)C1=NOC=N1 (3-(4-{5-[(4-chlorophenyl)sulfanyl]-2-(1-ethyl-1H-pyrazol-3-yl)-1-methyl-1H-imidazol-4-yl}phenyl)-1,2,4-oxadiazole), [H-].[Na+] (NaH). Run in C1CCOC1 (THF). Run at temperature 0 celsius, time 1 hour. Yields the product ClC1=CC=C(C=C1)SC1=C(N=C(N1C)C1=NN(C=C1)CC(=O)OCC)C1=CC=C(C=C1)C#N (ethyl (3-{5-[(4-chlorophenyl)sulfanyl]-4-(4-cyanophenyl)-1-methyl-1H-imidazol-2-yl}-1H-pyrazol-1-yl)acetate). Isolated yield 57.4%. As a reaction SMILES: [Cl:1][C:2]1[CH:7]=[CH:6][C:5]([S:8][C:9]2[N:13]([CH3:14])[C:12]([C:15]3[CH:19]=[CH:18][N:17](CC)[N:16]=3)=[N:11][C:10]=2[C:22]2[CH:27]=[CH:26][C:25]([C:28]3N=CO[N:29]=3)=[CH:24][CH:23]=2)=[CH:4][CH:3]=1.[H-].[Na+].[CH3:35][CH2:36][O:37][C:38]([CH2:40]Br)=[O:39]>C1COCC1>[Cl:1][C:2]1[CH:3]=[CH:4][C:5]([S:8][C:9]2[N:13]([CH3:14])[C:12]([C:15]3[CH:19]=[CH:18][N:17]([CH2:40][C:38]([O:37][CH2:36][CH3:35])=[O:39])[N:16]=3)=[N:11][C:10]=2[C:22]2[CH:27]=[CH:26][C:25]([C:28]#[N:29])=[CH:24][CH:23]=2)=[CH:6][CH:7]=1 |f:1.2|. Procedure: To a mixture of Step 2 product of Example 140 (100 mg, 0.255 mmol) in THF (2 ml) at 0° C. was added NaH (20.4 mg, 0.510 mmol). After stirred at 0° C. for 1 hr, ethyl bromo acetate (0.034 ml, 0.306 mmol) was added and then stirred at 0° C. for one hour. Reaction mixture was quenched with water, extracted with EtOAc, washed with brine, dried over Na2SO4, filtered, concentrated, separated by prep. TLC (Hex:EtOAc=2:1) to give ethyl (3-{5-[(4-chlorophenyl)sulfanyl]-4-(4-cyanophenyl)-1-methyl-1H-imida... Starting materials: S(=O)(=O)(C1=CC=C(C)C=C1)OCC1CN(C1)C(=O)OC(C)(C)C (tert-butyl 3-[(tosyloxy)methyl]azetidin-1-carboxylate), [I-].[Li+] (lithium iodide). Run in C(C)(=O)OCC (ethyl acetate), CC(=O)C (acetone). Conditions: temperature 35 celsius, time 16 hour. Product: C(C)(C)(C)OC(=O)N1CC(C1)CI (tert-butyl-3-(iodomethyl)azetidin-1-carboxylate). The yield is 94.8%. RXN SMILES: S(O[CH2:12][CH:13]1[CH2:16][N:15]([C:17]([O:19][C:20]([CH3:23])([CH3:22])[CH3:21])=[O:18])[CH2:14]1)(C1C=CC(C)=CC=1)(=O)=O.[I-:24].[Li+]>CC(C)=O.C(OCC)(=O)C>[C:20]([O:19][C:17]([N:15]1[CH2:16][CH:13]([CH2:12][I:24])[CH2:14]1)=[O:18])([CH3:23])([CH3:22])[CH3:21] |f:1.2|. Reported procedure: To a solution of 1.94 g of tert-butyl 3-[(tosyloxy)methyl]azetidin-1-carboxylate in 15.5 ml acetone were added 837 mg of lithium iodide and the reaction mixture was stirred for 16 hours at 35° C. After cooling, it was diluted with 200 ml ethyl acetate and the organic phase washed twice with 30 ml portions of water and once with 20 ml saturated sodium chloride solution. After drying over sodium sulphate and filtration, this was concentrated in vacuo. In this manner, 1.6 g of tert-butyl-3-(iodomet... Starting materials: CC(C)O, Clc1nccnc1OC1CN(c2ccc3ccccc3n2)C1, [K+], [K+], CC(=O)C1CCNCC1, O=C([O-])[O-], O. The product is CC(=O)C1CCN(c2nccnc2OC2CN(c3ccc4ccccc4n3)C2)CC1. RXN SMILES: [CH:38]([OH:39])([CH3:40])[CH3:41].[Cl:1][c:2]1[c:3]([O:8][CH:9]2[CH2:10][N:11]([c:13]3[n:14][c:15]4[cH:16][cH:17][cH:18][cH:19][c:20]4[cH:21][cH:22]3)[CH2:12]2)[n:4][cH:5][cH:6][n:7]1.[K+:32].[K+:33].[NH:23]1[CH2:24][CH2:25][CH:26]([C:29]([CH3:30])=[O:31])[CH2:27][CH2:28]1.[O-:34][C:35]([O-:36])=[O:37].[OH2:42]>>[c:2]1([N:23]2[CH2:24][CH2:25][CH:26]([C:29]([CH3:30])=[O:31])[CH2:27][CH2:28]2)[c:3]([O:8][CH:9]2[CH2:10][N:11]([c:13]3[n:14][c:15]4[cH:16][cH:17][cH:18][cH:19][c:20]4[cH:21][cH:22]3)[CH2:12]2)[n:4][cH:5][cH:6][n:7]1. As a reaction SMILES: [Cl:27][c:28]1[c:29]([N:34]=[C:35]=[O:36])[cH:30][cH:31][cH:32][cH:33]1.[NH2:1][c:2]1[cH:3][c:4](-[c:8]2[c:9]([C:22](=[O:23])[O:24][CH2:25][CH3:26])[cH:10][n:11][c:12]3[c:13]([C:18]([F:19])([F:20])[F:21])[cH:14][cH:15][cH:16][c:17]23)[cH:5][cH:6][cH:7]1>>[NH:1]([c:2]1[cH:3][c:4](-[c:8]2[c:9]([C:22](=[O:23])[O:24][CH2:25][CH3:26])[cH:10][n:11][c:12]3[c:13]([C:18]([F:19])([F:20])[F:21])[cH:14][cH:15][cH:16][c:17]23)[cH:5][cH:6][cH:7]1)[C:35]([NH:34][c:29]1[c:28]([Cl:27])[cH:33][cH:32][cH:31][cH:30]1)=[O:36]. The product is CCOC(=O)c1cnc2c(C(F)(F)F)cccc2c1-c1cccc(NC(=O)Nc2ccccc2Cl)c1. Starting materials: O=C=Nc1ccccc1Cl, CCOC(=O)c1cnc2c(C(F)(F)F)cccc2c1-c1cccc(N)c1. The reactants are C(#CCCCCCCCCCC)C=1C=C(SC1)CC(CO)NC(C)=O (N-[1-[4-(1-dodecynyl)-2-thienyl]-3-hydroxy-2-propyl]acetamide). The solvent is C(C)O (ethanol). Conditions: temperature 65 celsius, time 8 hour. Yields the product NC(CO)CC=1SC=C(C1)C#CCCCCCCCCCC (2-Amino-3-[4-(1-dodecynyl)-2-thienyl]-1-propanol). Yield: 50.4%. As a reaction SMILES: [C:1]([C:13]1[CH:14]=[C:15]([CH2:18][CH:19]([NH:22]C(=O)C)[CH2:20][OH:21])[S:16][CH:17]=1)#[C:2][CH2:3][CH2:4][CH2:5][CH2:6][CH2:7][CH2:8][CH2:9][CH2:10][CH2:11][CH3:12]>C(O)C>[NH2:22][CH:19]([CH2:18][C:15]1[S:16][CH:17]=[C:13]([C:1]#[C:2][CH2:3][CH2:4][CH2:5][CH2:6][CH2:7][CH2:8][CH2:9][CH2:10][CH2:11][CH3:12])[CH:14]=1)[CH2:20][OH:21]. Procedure details: To a solution of N-[1-[4-(1-dodecynyl)-2-thienyl]-3-hydroxy-2-propyl]acetamide (4.6 g) in 95% ethanol (30 ml) was added degassed 2N sodium hydroxide solution. The reaction mixture was stirred at 65° C. overnight. The solution was diluted with saturated ammonium chloride solution and extracted with ethyl acetate. The organic extracts were evaporated, and the residue was flashed chromatographed on silica gel (9:1 dichloromethane:methanol). The appropriate fractions were collected and evaporated. T... Starting materials: CN1C(=NC=C1[N+](=O)[O-])C1=NC2=CC=CC=C2C(=N1)Cl (2-(1-methyl-5-nitro-2-imidazolyl)-4-chloroquinazolin), N(CCO)CCO (diethanolamine). Run in CN(C=O)C (dimethyl formamide). Conditions: temperature 100 celsius. Yields the product CN1C(=NC=C1[N+](=O)[O-])C1=NC2=CC=CC=C2C(=N1)OCCNCCO (2-(1-Methyl-5-nitro-2-imidazolyl)-4-{2-[(2-hydroxyethyl)amino]ethoxy}quinazoline). As a reaction SMILES: [CH3:1][N:2]1[C:6]([N+:7]([O-:9])=[O:8])=[CH:5][N:4]=[C:3]1[C:10]1[N:19]=[C:18](Cl)[C:17]2[C:12](=[CH:13][CH:14]=[CH:15][CH:16]=2)[N:11]=1.[NH:21]([CH2:25][CH2:26][OH:27])[CH2:22][CH2:23][OH:24]>CN(C)C=O>[CH3:1][N:2]1[C:6]([N+:7]([O-:9])=[O:8])=[CH:5][N:4]=[C:3]1[C:10]1[N:19]=[C:18]([O:24][CH2:23][CH2:22][NH:21][CH2:25][CH2:26][OH:27])[C:17]2[C:12](=[CH:13][CH:14]=[CH:15][CH:16]=2)[N:11]=1. Reported procedure: A suspension of 4 g of 2-(1-methyl-5-nitro-2-imidazolyl)-4-chloroquinazolin and 1.6 g of diethanolamine in 25 ml of dimethyl formamide is heated at 100° C for 11/2 hours. After cooling, the resulting crystals are filtered off, washed with tetrahydrofuran and water, and dried to obtain the heading compound, m.p. 236°-239° C. Starting materials: CSC1=CC=C(N)C=C1 (4-methylthioaniline), ClC1=CC(=CC=C1)C(=O)OO (m-chloroperbenzoic acid), C(Cl)(Cl)Cl (CHCl3). Run in C(Cl)Cl (CH2Cl2). Run at temperature 0 celsius, time 3 hour. Product: CS(=O)C1=CC=C(N)C=C1 (4-Methylsulfinylaniline). As a reaction SMILES: [CH3:1][S:2][C:3]1[CH:9]=[CH:8][C:6]([NH2:7])=[CH:5][CH:4]=1.ClC1C=CC=C(C(OO)=[O:18])C=1.C(Cl)(Cl)Cl>C(Cl)Cl>[CH3:1][S:2]([C:3]1[CH:9]=[CH:8][C:6]([NH2:7])=[CH:5][CH:4]=1)=[O:18]. Procedure details: 20 g (143.66 mmol) of 4-methylthioaniline was placed in a flask and dissolved in 660 mL of CH2Cl2. The solution was cooled to 0° C. and 35.42 g (143.66 mmol) of m-chloroperbenzoic acid was added. The mixture was stirred for 3 h at room temperature and poured into CHCl3. It was then washed with saturated NaHCO3 solution, dried over MgSO4 and the solvent was removed, yielding a crude product that was purified by chromatography on silica gel, using MeOH/EtOAc/hexane mixtures of increasing polarity ... Starting materials: NC1=NC=CC(=C1)CC(=O)OC(C)(C)C (tert-butyl (2-aminopyridin-4-yl)acetate), C(OCC)(OCC)OCC (triethyl orthoformate), [N-]=[N+]=[N-].[Na+] (sodium azide), C([O-])(O)=O.[Na+] (sodium bicarbonate). Solvent: C(C)(=O)O (acetic acid), O (water). Conditions: temperature 80 celsius. The product is C(C)(C)(C)OC(CC1=CC(=NC=C1)N1N=NN=C1)=O (tert-butyl[2-(1H-tetrazol-1-yl)pyridin-4-yl]acetate). As a reaction SMILES: [NH2:1][C:2]1[CH:7]=[C:6]([CH2:8][C:9]([O:11][C:12]([CH3:15])([CH3:14])[CH3:13])=[O:10])[CH:5]=[CH:4][N:3]=1.C(OCC)(OCC)OCC.[N-:26]=[N+:27]=[N-:28].[Na+].[C:30](=O)(O)[O-].[Na+]>C(O)(=O)C.O>[C:12]([O:11][C:9](=[O:10])[CH2:8][C:6]1[CH:5]=[CH:4][N:3]=[C:2]([N:1]2[CH:30]=[N:28][N:27]=[N:26]2)[CH:7]=1)([CH3:15])([CH3:14])[CH3:13] |f:2.3,4.5|. Procedure: To a solution of tert-butyl (2-aminopyridin-4-yl)acetate (18 mg, 0.087 mmol) in glacial acetic acid (1 mL) was added triethyl orthoformate (43 μL, 0.261 mmol) and sodium azide (17 mg, 0.261 mmol). The reaction mixture was heated at 80° C. for 3 hours in a sealed vial and then cooled to ambient temperature. Once cooled, water (1.5 mL) and solid sodium bicarbonate were added until a pH range of 6-7 was achieved. The aqueous layer was extracted with ethyl acetate (3×6 mL). The combined organic laye...